This data is from the Open Reaction Database (ORD), a public repository of structured organic reaction records. The task is: describe an organic reaction: reactants, conditions, products, and yield Reactants: Cc1ccc(C(N)=O)c(Br)c1, ClC(Cl)Cl, O. Product: Cc1ccc(C#N)c(Br)c1. RXN SMILES: [Br:1][c:2]1[c:3]([C:4](=[O:5])[NH2:6])[cH:7][cH:8][c:9]([CH3:11])[cH:10]1.[Cl:13][CH:14]([Cl:15])[Cl:16].[OH2:12]>>[Br:1][c:2]1[c:3]([C:4]#[N:6])[cH:7][cH:8][c:9]([CH3:11])[cH:10]1. The reactants are CC(C)(C)[Si](C)(C)Cl, C1CCOC1, [H-], [Na+], O=P([O-])([O-])[O-], OCCO. Yields the product CC(C)(C)[Si](C)(C)OCCO. As a reaction SMILES: [C:7]([CH3:8])([CH3:9])([CH3:10])[Si:11]([CH3:12])([CH3:13])[Cl:14].[CH2:20]1[O:21][CH2:22][CH2:23][CH2:24]1.[H-:5].[Na+:6].[O-:15][P:16](=[O:17])([O-:18])[O-:19].[OH:1][CH2:2][CH2:3][OH:4]>>[O:1]([CH2:2][CH2:3][OH:4])[Si:11]([C:7]([CH3:8])([CH3:9])[CH3:10])([CH3:12])[CH3:13]. Starting materials: BrCC(=O)OC (Methyl bromoacetate), OC=1C=CC=C2C=CC(NC12)=O (8-hydroxy-1H-quinolin-2-one), C(=O)([O-])[O-].[K+].[K+] (K2CO3). Run in CN(C)C=O (DMF). Product: COC(COC=1C=CC=C2C=CC(NC12)=O)=O ((2-Oxo-1,2-dihydro-quinolin-8-yloxy)-acetic acid methyl ester). Yield: 53.6%. Reaction SMILES: Br[CH2:2][C:3]([O:5][CH3:6])=[O:4].[OH:7][C:8]1[CH:9]=[CH:10][CH:11]=[C:12]2[C:17]=1[NH:16][C:15](=[O:18])[CH:14]=[CH:13]2.C([O-])([O-])=O.[K+].[K+]>CN(C=O)C>[CH3:6][O:5][C:3](=[O:4])[CH2:2][O:7][C:8]1[CH:9]=[CH:10][CH:11]=[C:12]2[C:17]=1[NH:16][C:15](=[O:18])[CH:14]=[CH:13]2 |f:2.3.4|. Procedure details: Methyl bromoacetate (367 mg, 2.4 mmol) was added to a stirred mixture of 8-hydroxy-1H-quinolin-2-one [which was prepared according to literature procedure (Wang, T. C. et al, Synthesis, 1997, 87-90)], (322 mg, 2 mmol), K2CO3 (414 mg, 3 mmol) in DMF (10 ml) at room temperature. The reaction mixture was stirred at rt over night and then partitioned between dichloromethane and water. Water layer was extracted with dichloromethane (2×50 ml). The combined organic phase was washed with water (3×50 ml)... Reactants: CC(C)(C)OC(=O)NCc1ccc(C(=O)Oc2ccc(S(=O)(=O)CCN3CCC(Cc4ccccc4)C(O)C3)cc2)cc1, O=C(O)C(F)(F)F. Yields the product NCc1ccc(C(=O)Oc2ccc(S(=O)(=O)CCN3CCC(Cc4ccccc4)C(O)C3)cc2)cc1. Reaction SMILES: [CH2:1]([c:2]1[cH:3][cH:4][cH:5][cH:6][cH:7]1)[CH:8]1[CH:9]([OH:43])[CH2:10][N:11]([CH2:14][CH2:15][S:16](=[O:17])(=[O:18])[c:19]2[cH:20][cH:21][c:22]([O:25][C:26]([c:27]3[cH:28][cH:29][c:30]([CH2:33][NH:34][C:35]([O:36][C:37]([CH3:38])([CH3:39])[CH3:40])=[O:41])[cH:31][cH:32]3)=[O:42])[cH:23][cH:24]2)[CH2:12][CH2:13]1.[F:44][C:45]([F:46])([F:47])[C:48]([OH:49])=[O:50]>>[CH2:1]([c:2]1[cH:3][cH:4][cH:5][cH:6][cH:7]1)[CH:8]1[CH:9]([OH:43])[CH2:10][N:11]([CH2:14][CH2:15][S:16](=[O:17])(=[O:18])[c:19]2[cH:20][cH:21][c:22]([O:25][C:26]([c:27]3[cH:28][cH:29][c:30]([CH2:33][NH2:34])[cH:31][cH:32]3)=[O:42])[cH:23][cH:24]2)[CH2:12][CH2:13]1. Reaction SMILES: [Cl:1][C:2]1[CH:7]=[CH:6][C:5]([N:8]2[C:12]3[CH:13]=[CH:14][CH:15]=[CH:16][C:11]=3[N:10]=[C:9]2[NH:17][CH2:18][CH2:19][CH2:20]Cl)=[CH:4][CH:3]=1.C[O-].[Na+]>CO>[Cl:1][C:2]1[CH:7]=[CH:6][C:5]([N:8]2[C:12]3[CH:13]=[CH:14][CH:15]=[CH:16][C:11]=3[N:10]3[CH2:20][CH2:19][CH2:18][N:17]=[C:9]23)=[CH:4][CH:3]=1 |f:1.2|. The reactants are ClC1=CC=C(C=C1)N1C(=NC2=C1C=CC=C2)NCCCCl (1-(4-Chlorophenyl)-2-(3-chloropropylamino)benzimidazole), C[O-].[Na+] (sodium methoxide). Product: ClC1=CC=C(C=C1)N1C=2N(C3=C1C=CC=C3)CCCN2 (2,3,4,10-Tetrahydro-10-(4-chlorophenyl)pyrimido[1,2-a]-benzimidazole). Run in CO (methanol). Procedure: 1-(4-Chlorophenyl)-2-(3-chloropropylamino)benzimidazole (5mM) is added to a stirred solution of sodium methoxide (0.01 mole) in methanol (50 ml.) and the mixture heated under reflux for 5 hours. After removal of the methanol the residue is diluted with water, extracted with chloroform and the combined extracts washed and dried over magnesium sulphate. Evaporation gives the title compound as an oil which affords a salt on treatment with a suitable acid in an anhydrous medium. Reactants: C(C)(C)(C)OC(=O)NC=1C=C(C(=O)O)C=C(C1)NC(=O)OC(C)(C)C (3,5-di-(tert-butoxycarbonylamino)benzoic acid), O (water). The solvent is C1CCOC1 (THF), C1CCOC1 (THF). Run at time 5 hour. The product is C(C)(C)(C)OC(=O)NC1=CC(=CC(=C1)CO)NC(=O)OC(C)(C)C (1,3-di-tert-butoxycarbonylamino-5-hydroxymethylbenzene). Isolated yield 56.0%. Reaction SMILES: [C:1]([O:5][C:6]([NH:8][C:9]1[CH:10]=[C:11]([CH:15]=[C:16]([NH:18][C:19]([O:21][C:22]([CH3:25])([CH3:24])[CH3:23])=[O:20])[CH:17]=1)[C:12](O)=[O:13])=[O:7])([CH3:4])([CH3:3])[CH3:2].O>C1COCC1>[C:1]([O:5][C:6]([NH:8][C:9]1[CH:10]=[C:11]([CH2:12][OH:13])[CH:15]=[C:16]([NH:18][C:19]([O:21][C:22]([CH3:25])([CH3:24])[CH3:23])=[O:20])[CH:17]=1)=[O:7])([CH3:4])([CH3:3])[CH3:2]. Procedure details: A 2.00 g (5.68 mmol) portion of 3,5-di-(tert-butoxycarbonylamino)benzoic acid was dissolved in 15 ml of THF, 3.77 ml (39.7 mmol) of borane-methyl sulfide complex dissolved in 10 ml of THF was added dropwise to the thus prepared solution, and the mixture was stirred at room temperature for 5 hours. The reaction solution was cooled to 0° C., mixed with water and extracted with ethyl acetate. The ethyl acetate layer was washed with saturated brine and dried with anhydrous sodium sulfate, and then t... Reaction conditions: temperature 110 celsius, time 30 minute. The reactants are [H-].[Na+] (sodium hydride), CN1C(NC(C=2NC=NC12)=O)=O (3-methylxanthine), ClCC(CO)O (1-chloro-2,3-propanediol). Solvent: CN(C=O)C (dimethylformamide), CN(C=O)C (dimethylformamide). Product: OC(CN1C=NC=2N(C(NC(C12)=O)=O)C)CO (7-(2,3-Dihydroxypropyl)-3-methylxanthine). RXN SMILES: [CH3:1][N:2]1[C:10]2[N:9]=[CH:8][NH:7][C:6]=2[C:5](=[O:11])[NH:4][C:3]1=[O:12].[H-].[Na+].Cl[CH2:16][CH:17]([OH:20])[CH2:18][OH:19]>CN(C)C=O>[OH:20][CH:17]([CH2:18][OH:19])[CH2:16][N:7]1[C:6]2[C:5](=[O:11])[NH:4][C:3](=[O:12])[N:2]([CH3:1])[C:10]=2[N:9]=[CH:8]1 |f:1.2|. Procedure: 83 g (0.5 mol) of 3-methylxanthine are dissolved in 1250 ml of dimethylformamide, and 12 g (0.5 mol) of sodium hydride are added in portions at room temperature, while stirring. Stirring is continued for 30 minutes, after which 55.3 g (0.5 mol) of 1-chloro-2,3-propanediol in 100 ml of dimethylformamide are added dropwise and the mixture is heated for 18 hours at 110° C., while stirring. Working up is carried out as described in Example 55a). The reactants are ice water, [H-].[Na+] (NaH), C(C)(C)(C)OC(=O)N1[C@H](CCC1)COS(=O)(=O)C1=CC=C(C=C1)C ((R)-2-(toluene-4-sulfonyloxymethyl)-pyrrolidine-1-carboxylic acid tert-butyl ester), N1(C=CC=C1)C1=CC=C(C=C1)O (4-Pyrrol-1-yl-phenol). The solvent is CN(C)C=O (DMF). Conditions: time 30 minute. The product is C(C)(C)(C)OC(=O)N1[C@H](CCC1)COC1=CC=C(C=C1)N1C=CC=C1 ((R)-2-(4-Pyrrol-1-yl-phenoxymethyl)-pyrrolidine-1-carboxylic acid tert-butyl ester). Yield: 78.8%. RXN SMILES: [H-].[Na+].[N:3]1([C:8]2[CH:13]=[CH:12][C:11]([OH:14])=[CH:10][CH:9]=2)[CH:7]=[CH:6][CH:5]=[CH:4]1.[C:15]([O:19][C:20]([N:22]1[CH2:26][CH2:25][CH2:24][C@@H:23]1[CH2:27]OS(C1C=CC(C)=CC=1)(=O)=O)=[O:21])([CH3:18])([CH3:17])[CH3:16]>CN(C=O)C>[C:15]([O:19][C:20]([N:22]1[CH2:26][CH2:25][CH2:24][C@@H:23]1[CH2:27][O:14][C:11]1[CH:12]=[CH:13][C:8]([N:3]2[CH:4]=[CH:5][CH:6]=[CH:7]2)=[CH:9][CH:10]=1)=[O:21])([CH3:18])([CH3:16])[CH3:17] |f:0.1|. Procedure details: To a 25 mL vial which contained a suspension of NaH (60% in mineral oil, 60 mg, 1.5 mmol) in DMF (5 mL) was added 4-Pyrrol-1-yl-phenol (160 mg, 1 mmol) at 0° C. The mixture was allowed to warm to rt and stir at rt for 30 min then cooled to 0° C. To this reaction mixture was added (R)-2-(toluene-4-sulfonyloxymethyl)-pyrrolidine-1-carboxylic acid tert-butyl ester (355 mg, 1 mmol) at 0° C. The resulting mixture was allowed to warm to rt and stir at rt for 30 min and then was heated to 90° C. and st...